This data is from the Open Reaction Database (ORD), a public repository of structured organic reaction records. The task is: describe an organic reaction: reactants, conditions, products, and yield As a reaction SMILES: [Cl:1][C:2]1[CH:7]=[C:6]([O:8][C:9]([F:12])([F:11])[F:10])[CH:5]=[CH:4][C:3]=1[O-:13].[K+].Cl[C:16]1[CH:21]=[C:20](Cl)[CH:19]=[CH:18][C:17]=1[N+:23]([O-:25])=[O:24].[OH2:26]>CN(C)C=O>[Cl:1][C:2]1[CH:7]=[C:6]([O:8][C:9]([F:11])([F:12])[F:10])[CH:5]=[CH:4][C:3]=1[O:13][C:16]1[CH:21]=[C:20]([O:26][C:3]2[CH:4]=[CH:5][C:6]([O:8][C:9]([F:12])([F:11])[F:10])=[CH:7][C:2]=2[Cl:1])[CH:19]=[CH:18][C:17]=1[N+:23]([O-:25])=[O:24] |f:0.1|. Product: ClC1=C(OC2=C(C=CC(=C2)OC2=C(C=C(C=C2)OC(F)(F)F)Cl)[N+](=O)[O-])C=CC(=C1)OC(F)(F)F (2,4-Bis(2-chloro-4-trifluoromethoxyphenoxy)-nitrobenzene), intended product. Yield: 57.0%. Reported procedure: A solution of 0.1 g of metallic sodium in 8 ml of methanol was added to a solution of 1.2 g (0.002 mole) of 2,4-bis(2-chloro-4-trifluoromethoxy-phenoxy)nitrobenzene in benzene. The mixture was heated with stirring at 40°-50° C. in a water bath for 1.5 hours. The reaction mixture was thoroughly washed with a dilute aqueous sodium hydroxide solution and then with water, dehydrated over anhydrous sodium sulfate, and freed from the benzene by distillation to obtain a crude product. The crude product... The reactants are O (water), ClC1=C(C=CC(=C1)OC(F)(F)F)[O-].[K+] (potassium 2-chloro-4-trifluoromethoxyphenolate), ClC1=C(C=CC(=C1)Cl)[N+](=O)[O-] (2,4-dichloronitrobenzene). The solvent is CN(C=O)C (dimethylformamide).